From a dataset of the Open Reaction Database (ORD), a public repository of structured organic reaction records. describe an organic reaction: reactants, conditions, products, and yield The reactants are O1CCCC=C1 (3,4-Dihydro-2H-pyran), C(CO)O (ethylene glycol), C1(=CC=C(C=C1)S(=O)(=O)O)C (p-toluene sulphonic acid), ClCCl (dichloromethane). Run in O (Water). Run at time 18 hour. Product: O1C(C=CC=C1)OCCO (2-Pyranyloxy ethanol). As a reaction SMILES: [O:1]1[CH:6]=[CH:5][CH2:4][CH2:3][CH2:2]1.[CH2:7]([OH:10])[CH2:8][OH:9].C1(C)C=CC(S(O)(=O)=O)=CC=1.ClCCl>O>[O:1]1[CH:2]=[CH:3][CH:4]=[CH:5][CH:6]1[O:9][CH2:8][CH2:7][OH:10]. Reported procedure: 3,4-Dihydro-2H-pyran (30.0 g, 0.36 mol), ethylene glycol (310.0 cm3, 5.36 mol) and p-toluene sulphonic acid (ca. 1 mol %, catalyst) were added to dichloromethane (100 cm3) and the mixture stirred at ambient temperature for 18 hours under an inert gas atmosphere. Water (ca. 150 cm3) was then added, resulting in a biphasic mixture. The organic phase (containing the desired product) was collected and the aqueous phase (containing excess ethylene glycol) extracted with further portions of dichlorome... Starting materials: Nc1cccc(-c2c(Cc3ccccc3)cnc3c(C(F)(F)F)cccc23)c1, O=Cc1csc2ccccc12. Yields the product FC(F)(F)c1cccc2c(-c3cccc(NCc4csc5ccccc45)c3)c(Cc3ccccc3)cnc12. Reaction SMILES: [CH2:1]([c:2]1[cH:3][cH:4][cH:5][cH:6][cH:7]1)[c:8]1[cH:9][n:10][c:11]2[c:12]([C:25]([F:26])([F:27])[F:28])[cH:13][cH:14][cH:15][c:16]2[c:17]1-[c:18]1[cH:19][c:20]([NH2:24])[cH:21][cH:22][cH:23]1.[s:29]1[c:30]2[c:31]([c:32]([CH:34]=[O:35])[cH:33]1)[cH:36][cH:37][cH:38][cH:39]2>>[CH2:1]([c:2]1[cH:3][cH:4][cH:5][cH:6][cH:7]1)[c:8]1[cH:9][n:10][c:11]2[c:12]([C:25]([F:26])([F:27])[F:28])[cH:13][cH:14][cH:15][c:16]2[c:17]1-[c:18]1[cH:19][c:20]([NH:24][CH2:34][c:32]2[c:31]3[c:30]([s:29][cH:33]2)[cH:39][cH:38][cH:37][cH:36]3)[cH:21][cH:22][cH:23]1. The reactants are FC(C(=O)O)(F)F (trifluoroacetic acid), C(=O)(OC)C=1C(=C(C=C(C1)Cl)CC=O)O (3-carbomethoxy-5-chloro2-hydroxy-phenylacetaldehyde), C(=O)([O-])[O-].[Na+].[Na+] (Na2CO3). The product is C(=O)(OC)C1=CC(=CC2=C1OC=C2)Cl (7-carbomethoxy-5-chlorobenzo[b]furan). Yield: 63.2%. RXN SMILES: FC(F)(F)C(O)=O.[C:8]([C:12]1[C:13]([OH:22])=[C:14]([CH2:19][CH:20]=O)[CH:15]=[C:16]([Cl:18])[CH:17]=1)([O:10][CH3:11])=[O:9].C([O-])([O-])=O.[Na+].[Na+]>>[C:8]([C:12]1[C:13]2[O:22][CH:20]=[CH:19][C:14]=2[CH:15]=[C:16]([Cl:18])[CH:17]=1)([O:10][CH3:11])=[O:9] |f:2.3.4|. Reported procedure: A trifluoroacetic acid (25 ml) solution of 3-carbomethoxy-5-chloro-2-hydroxyphenylacetaldehyde (5c) (5.20 g, 22.7 mmol) was refluxed for 2 hours under argon, and then poured into saturated Na2CO3. The resulting precipitate was collected by filtration, and then purified by column chromatography (100% CH2Cl2) to give 6c as a cream colored solid (3.02 g, 63.2% yield). Analytical sample was prepared by recrystallization from ethyl ether, mp 144°-145° C. IR (nujol) 1710 (ester) cm-1. NMR (CDCl3) δ 7.... Reactants: ClC1=NC=C(C(=N1)NC1=C(C(=O)NC)C=CC=C1F)C(F)(F)F (2-(2-chloro-5-trifluoromethyl-pyrimidin-4-ylamino)-3-fluoro-N-methyl-benzamide), NC=1C=CC2=C(N(C(CCC2)=O)CCOC)C1 (8-amino-1-(2-methoxyethyl)-1,3,4,5-tetrahydrobenzo[b]azepin-2-one). Product: FC=1C(=C(C(=O)NC)C=CC1)NC1=NC(=NC=C1C(F)(F)F)NC=1C=CC2=C(N(C(CCC2)=O)CCOC)C1 (3-Fluoro-2-{2-[1-(2-methoxy-ethyl)-2-oxo-2,3,4,5-tetrahydro-1H-benzo[b]azepin-8-ylamino]-5-trifluoromethyl-pyrimidin-4-ylamino}-N-methyl-benzamide), solid. The yield is 50.0%. Reaction SMILES: Cl[C:2]1[N:7]=[C:6]([NH:8][C:9]2[C:18]([F:19])=[CH:17][CH:16]=[CH:15][C:10]=2[C:11]([NH:13][CH3:14])=[O:12])[C:5]([C:20]([F:23])([F:22])[F:21])=[CH:4][N:3]=1.[NH2:24][C:25]1[CH:26]=[CH:27][C:28]2[CH2:34][CH2:33][CH2:32][C:31](=[O:35])[N:30]([CH2:36][CH2:37][O:38][CH3:39])[C:29]=2[CH:40]=1>>[F:19][C:18]1[C:9]([NH:8][C:6]2[C:5]([C:20]([F:23])([F:22])[F:21])=[CH:4][N:3]=[C:2]([NH:24][C:25]3[CH:26]=[CH:27][C:28]4[CH2:34][CH2:33][CH2:32][C:31](=[O:35])[N:30]([CH2:36][CH2:37][O:38][CH3:39])[C:29]=4[CH:40]=3)[N:7]=2)=[C:10]([CH:15]=[CH:16][CH:17]=1)[C:11]([NH:13][CH3:14])=[O:12]. Reported procedure: The title compound was prepared from 2-(2-chloro-5-trifluoromethyl-pyrimidin-4-ylamino)-3-fluoro-N-methyl-benzamide and 8-amino-1-(2-methoxyethyl)-1,3,4,5-tetrahydrobenzo[b]azepin-2-one in an analogous manner to Example 195 (microwave: 120° C., 2 hours) to afford a white solid (30 mg, 50%). Mp: 142-4° C. LCMS (m/e) 547 (M+1); 1H-NMR (CDCl3, 400 MHz) δ 9.03 (s, 1H), 8.35 (s, 1H), 7.56 (s, 1H), 7.47 (br s, 1H), 7.36 (m, 1H), 7.28 (m, 1H), 7.20 (m, 1H), 7.01 (br s, 2H), 3.40 (m, 2H), 3.26 (s, 3H), ... Reactants: C(C1=CC=CC=C1)(=O)N=C=S (benzoyl isothiocyanate), NC1=C(C(=O)N)C=C(C(=C1)OC)OC (2-amino-4,5-dimethoxybenzamide). Run in CCOCC (ether), CCOCC (ether). Reaction conditions: time 24 hour. Product: C(C1=CC=CC=C1)(=O)NC(=S)NC1=C(C(=O)N)C=C(C(=C1)OC)OC (2-[[(Benzoylamino)thioxomethyl]amino]-4,5-dimethoxybenzamide). The yield is 96.3%. RXN SMILES: [NH2:1][C:2]1[CH:10]=[C:9]([O:11][CH3:12])[C:8]([O:13][CH3:14])=[CH:7][C:3]=1[C:4]([NH2:6])=[O:5].[C:15]([N:23]=[C:24]=[S:25])(=[O:22])[C:16]1[CH:21]=[CH:20][CH:19]=[CH:18][CH:17]=1>CCOCC>[C:15]([NH:23][C:24]([NH:1][C:2]1[CH:10]=[C:9]([O:11][CH3:12])[C:8]([O:13][CH3:14])=[CH:7][C:3]=1[C:4]([NH2:6])=[O:5])=[S:25])(=[O:22])[C:16]1[CH:21]=[CH:20][CH:19]=[CH:18][CH:17]=1. Reported procedure: To a stirred mixture of 4 g of 2-amino-4,5-dimethoxybenzamide and 200 ml of ether was added dropwise, e solution of 3.3 g of benzoyl isothiocyanate in 100 ml of ether over 15 minutes. After 24 hours, the solid was collected, giving 7 g of the desired product as white crystals, mp 204°-207° C. (dec.).